This data is from the Open Reaction Database (ORD), a public repository of structured organic reaction records. The task is: describe an organic reaction: reactants, conditions, products, and yield Reactants: CCOC(=O)COc1c(Cl)cc(NC(=S)Nc2ccc(NC(C)=O)cc2)cc1Cl, CO, Cl, [Na+], C1CCOC1, [OH-]. The product is CC(=O)Nc1ccc(NC(=S)Nc2cc(Cl)c(OCC(=O)O)c(Cl)c2)cc1. RXN SMILES: [CH2:1]([CH3:2])[O:3][C:4]([CH2:5][O:6][c:7]1[c:8]([Cl:28])[cH:9][c:10]([NH:14][C:15](=[S:16])[NH:17][c:18]2[cH:19][cH:20][c:21]([NH:24][C:25]([CH3:26])=[O:27])[cH:22][cH:23]2)[cH:11][c:12]1[Cl:13])=[O:29].[CH3:38][OH:39].[ClH:37].[Na+:36].[O:30]1[CH2:31][CH2:32][CH2:33][CH2:34]1.[OH-:35]>>[O:3]=[C:4]([CH2:5][O:6][c:7]1[c:8]([Cl:28])[cH:9][c:10]([NH:14][C:15](=[S:16])[NH:17][c:18]2[cH:19][cH:20][c:21]([NH:24][C:25]([CH3:26])=[O:27])[cH:22][cH:23]2)[cH:11][c:12]1[Cl:13])[OH:29]. Starting materials: NC1=NC(=CC=C1CC)C (2-amino-3-ethyl-6-methylpyridine), IN1C(CCC1=O)=O (N-iodosuccinimide). Run in CN(C)C=O (DMF). Reaction conditions: time 15 hour. Product: C(C)C=1C(=NC(=C(C1)I)C)N (3-Ethyl-5-iodo-6-methyl-pyridin-2-ylamine). The yield is 81.3%. Reaction SMILES: [NH2:1][C:2]1[C:7]([CH2:8][CH3:9])=[CH:6][CH:5]=[C:4]([CH3:10])[N:3]=1.[I:11]N1C(=O)CCC1=O>CN(C=O)C>[CH2:8]([C:7]1[C:2]([NH2:1])=[N:3][C:4]([CH3:10])=[C:5]([I:11])[CH:6]=1)[CH3:9]. Procedure: To a solution of 2-amino-3-ethyl-6-methylpyridine (3.00 g, 21.6 mmol) in DMF (100 mL) was added N-iodosuccinimide (4.86 g, 21.6 mmol). The mixture was stirred in the dark for 15 hours and then partitioned between Et2O and H2O. The organic layer was washed with brine, dried over MgSO4, and concentrated to yield a brown solid (4.6 g, 79%). 1H NMR (300 MHz, CDCl3): δ 1.19 (t, J=7.5 Hz, 3 H), 2.35 (q, J=7.4 Hz, 2 H), 2.49 (s, 3 H), 4.44 (s, 2 H), 7.52 (s, 1 H). Starting materials: FC1=CC=C2N=CC(=NC2=C1)O (7-fluoro-quinoxalin-2-ol), P(=O)(Cl)(Cl)Cl (phosphorus oxychloride). Solvent: petroleum ether, C(C)(=O)OCC (ethyl acetate). Yields the product ClC1=NC2=CC(=CC=C2N=C1)F (2-chloro-7-fluoro-quinoxaline). Yield: 86.4%. RXN SMILES: [F:1][C:2]1[CH:11]=[C:10]2[C:5]([N:6]=[CH:7][C:8](O)=[N:9]2)=[CH:4][CH:3]=1.P(Cl)(Cl)([Cl:15])=O>C(OCC)(=O)C>[Cl:15][C:8]1[CH:7]=[N:6][C:5]2[C:10](=[CH:11][C:2]([F:1])=[CH:3][CH:4]=2)[N:9]=1. Procedure details: A mixture of 7-fluoro-quinoxalin-2-ol (2.60 g, 15.84 mmol, 1.0 eq) and phosphorus oxychloride (50 mL, 536.4 mmol, 34.0 eq) is refluxed for 1 hour, then concentrated, diluted with water (60 mL), basified to pH 7 by adding saturated sodium hydrogen carbonate aqueous solution, and extracted with ethyl acetate (3×100 mL). The combined organic layers are dried over sodium sulfate, filtered and concentrated to give a crude that is purified by column chromatography (silica gel, eluent: ethyl acetate:pe... The reactants are BrC1=C(OCC=2C=C(C(=O)O)C=CC2)C(=CC(=C1)C1C(=C(NC=2CC(CC(C12)=O)C1=CC=CC=C1)C)C#N)OC (3-[2-Bromo-4-(3-cyano-2-methyl-5-oxo-7-phenyl-1,4,5,6,7,8-hexahydroquinolin-4-yl)-6-methoxyphenoxymethyl]-benzoic acid), CCN=C=NCCCN(C)C (EDCI), CCN(C(C)C)C(C)C (DIPEA), S1C(=CC=C1)CN (2-thiophenemethylamine). Run in ClCCl (dichloromethane). Run at time 3 hour. The product is BrC1=C(OCC=2C=C(C(=O)NCC=3SC=CC3)C=CC2)C(=CC(=C1)C1C(=C(NC=2CC(CC(C12)=O)C1=CC=CC=C1)C)C#N)OC (3-[2-Bromo-4-(3-cyano-2-methyl-5-oxo-7-phenyl-1,4,5,6,7,8-hexahydroquinolin-4-yl)-6-methoxyphenoxymethyl]-N-thiophen-2-ylmethylbenzamide). As a reaction SMILES: [Br:1][C:2]1[CH:18]=[C:17]([CH:19]2[C:28]3[C:27](=[O:29])[CH2:26][CH:25]([C:30]4[CH:35]=[CH:34][CH:33]=[CH:32][CH:31]=4)[CH2:24][C:23]=3[NH:22][C:21]([CH3:36])=[C:20]2[C:37]#[N:38])[CH:16]=[C:15]([O:39][CH3:40])[C:3]=1[O:4][CH2:5][C:6]1[CH:7]=[C:8]([CH:12]=[CH:13][CH:14]=1)[C:9](O)=[O:10].CCN=C=NCCCN(C)C.CCN(C(C)C)C(C)C.[S:61]1[CH:65]=[CH:64][CH:63]=[C:62]1[CH2:66][NH2:67]>ClCCl>[Br:1][C:2]1[CH:18]=[C:17]([CH:19]2[C:28]3[C:27](=[O:29])[CH2:26][CH:25]([C:30]4[CH:35]=[CH:34][CH:33]=[CH:32][CH:31]=4)[CH2:24][C:23]=3[NH:22][C:21]([CH3:36])=[C:20]2[C:37]#[N:38])[CH:16]=[C:15]([O:39][CH3:40])[C:3]=1[O:4][CH2:5][C:6]1[CH:7]=[C:8]([CH:12]=[CH:13][CH:14]=1)[C:9]([NH:67][CH2:66][C:62]1[S:61][CH:65]=[CH:64][CH:63]=1)=[O:10]. Procedure details: To a solution of the product of step b (20 mg) in 2 mL of dichloromethane were added EDCI (7.0 mg), DIPEA (7 μL) and 2-thiophenemethylamine (4.1 μL) and the reaction mixture was stirred for 3 h. at room temperature. The reaction mixture was concentrated and the title compound was obtained after flash column chromatography (silica gel, heptane/ethyl acetate (1/4, v/v), Rf=0.78). Reactants: IC1=CN(C=2N=CN(C(C21)=O)CC(F)(F)F)C (5-iodo-7-methyl-3-(2,2,2-trifluoroethyl)-3H-pyrrolo[2,3-d]pyrimidin-4(7H)-one), N1=CC(=CC=C1)B(O)O (pyridin-3-ylboronic acid), C([O-])([O-])=O.[Na+].[Na+] (sodium carbonate). The reagents and catalysts are C1=CC=C(C=C1)P([C-]2C=CC=C2)C3=CC=CC=C3.C1=CC=C(C=C1)P([C-]2C=CC=C2)C3=CC=CC=C3.Cl[Pd]Cl.[Fe+2].C(Cl)Cl (PdCl2(dppf) CH2Cl2). Solvent: O1CCOCC1 (1,4-dioxane), O (water). Reaction conditions: temperature 70 celsius. The product is CN1C=C(C2=C1N=CN(C2=O)CC(F)(F)F)C=2C=NC=CC2 (7-Methyl-5-(pyridin-3-yl)-3-(2,2,2-trifluoroethyl)-3H-pyrrolo[2,3-d]pyrimidin-4(7H)-one). Isolated yield 90.8%. As a reaction SMILES: I[C:2]1[C:10]2[C:9](=[O:11])[N:8]([CH2:12][C:13]([F:16])([F:15])[F:14])[CH:7]=[N:6][C:5]=2[N:4]([CH3:17])[CH:3]=1.[N:18]1[CH:23]=[CH:22][CH:21]=[C:20](B(O)O)[CH:19]=1.C(=O)([O-])[O-].[Na+].[Na+]>O1CCOCC1.O.C1C=CC(P(C2C=CC=CC=2)[C-]2C=CC=C2)=CC=1.C1C=CC(P(C2C=CC=CC=2)[C-]2C=CC=C2)=CC=1.Cl[Pd]Cl.[Fe+2].C(Cl)Cl>[CH3:17][N:4]1[C:5]2[N:6]=[CH:7][N:8]([CH2:12][C:13]([F:16])([F:15])[F:14])[C:9](=[O:11])[C:10]=2[C:2]([C:20]2[CH:19]=[N:18][CH:23]=[CH:22][CH:21]=2)=[CH:3]1 |f:2.3.4,7.8.9.10.11|. Procedure details: A mixture of 5-iodo-7-methyl-3-(2,2,2-trifluoroethyl)-3H-pyrrolo[2,3-d]pyrimidin-4(7H)-one (358 mg, 1.00 mmol), pyridin-3-ylboronic acid (148 mg, 1.20 mmol), sodium carbonate (319 mg, 3.01 mmol) and PdCl2(dppf)-CH2Cl2 adduct (82 mg, 0.100 mmol) in 1,4-dioxane (8 ml) and water (1.5 ml) was degassed. The resulting mixture was heated at 70° C. for 16 h. The reaction mixture was cooled down and partitioned between saturated sodium bicarbonate (35 mL) and DCM (35 mL). The organic phase was separated ...